From a dataset of the Open Reaction Database (ORD), a public repository of structured organic reaction records. describe an organic reaction: reactants, conditions, products, and yield Reaction SMILES: [F:23][c:24]1[c:25]([N:30]2[CH2:31][CH2:32][NH:33][CH2:34][CH2:35]2)[cH:26][cH:27][cH:28][cH:29]1.[N+:1](=[O:2])([O-:3])[c:4]1[cH:5][cH:6][c:7](-[n:10]2[n:11][c:12]([CH2:19][CH2:20][CH2:21][CH3:22])[cH:13][c:14]2[CH2:15][CH2:16][CH:17]=[O:18])[cH:8][cH:9]1>>[N+:1](=[O:2])([O-:3])[c:4]1[cH:5][cH:6][c:7](-[n:10]2[n:11][c:12]([CH2:19][CH2:20][CH2:21][CH3:22])[cH:13][c:14]2[CH2:15][CH2:16][CH2:17][N:33]2[CH2:32][CH2:31][N:30]([c:25]3[c:24]([F:23])[cH:29][cH:28][cH:27][cH:26]3)[CH2:35][CH2:34]2)[cH:8][cH:9]1. The product is CCCCc1cc(CCCN2CCN(c3ccccc3F)CC2)n(-c2ccc([N+](=O)[O-])cc2)n1. The reactants are Fc1ccccc1N1CCNCC1, CCCCc1cc(CCC=O)n(-c2ccc([N+](=O)[O-])cc2)n1. Reactants: N1C(=NC2=C1C=CC=C2)SCC2=NC=CC(=C2Cl)N(CCO)C (2-{[2-(1H-benzimidazol-2-ylsulfanylmethyl)-3-chloropyridin-4-yl]-methylamino}-ethanol), [H-].[Na+] (sodium hydride), ClC=1C=CC=2N(N1)C(=CN2)[N+](=O)[O-] (6-chloro-3-nitro-imidazo[1,2-b]pyridazine), O (water). The solvent is CN(C=O)C (dimethylformamide), O1CCCC1 (tetrahydrofurane). Conditions: time 1 hour. The product is Cl.N1C(=NC2=C1C=CC=C2)SCC2=NC=CC(=C2Cl)N(CCOC=2C=CC=1N(N2)C(=CN1)[N+](=O)[O-])C ([2-(1H-benzimidazol-2-ylsulfanylmethyl)-3-chloropyridin-4-yl]-methyl-[2-(3-nitroimidazo[1,2-b]pyridazin-6-yloxy)-ethyl]amine hydrochloride). As a reaction SMILES: [NH:1]1[C:5]2[CH:6]=[CH:7][CH:8]=[CH:9][C:4]=2[N:3]=[C:2]1[S:10][CH2:11][C:12]1[C:17]([Cl:18])=[C:16]([N:19]([CH3:23])[CH2:20][CH2:21][OH:22])[CH:15]=[CH:14][N:13]=1.[H-].[Na+].Cl[C:27]1[CH:28]=[CH:29][C:30]2[N:31]([C:33]([N+:36]([O-:38])=[O:37])=[CH:34][N:35]=2)[N:32]=1.O>CN(C)C=O.O1CCCC1>[ClH:18].[NH:1]1[C:5]2[CH:6]=[CH:7][CH:8]=[CH:9][C:4]=2[N:3]=[C:2]1[S:10][CH2:11][C:12]1[C:17]([Cl:18])=[C:16]([N:19]([CH3:23])[CH2:20][CH2:21][O:22][C:27]2[CH:28]=[CH:29][C:30]3[N:31]([C:33]([N+:36]([O-:38])=[O:37])=[CH:34][N:35]=3)[N:32]=2)[CH:15]=[CH:14][N:13]=1 |f:1.2,7.8|. Procedure details: A solution of 2-{[2-(1H-benzimidazol-2-ylsulfanylmethyl)-3-chloropyridin-4-yl]-methylamino}-ethanol (7.5 g, 21.5 mmol) in dimethylformamide (75 ml) is treated with sodium hydride (1.4 g 80% strength suspension) and stirred for 1 h at room temperature. Then 6-chloro-3-nitro-imidazo[1,2-b]pyridazine (4.3 g, 21.5 mmol) in tetrahydrofurane (50 ml) is added dropwise over a period of 20 min and stirring is continued for another 2 h. The solution is treated with water (750 ml) and extracted extensively...